From a dataset of the Open Reaction Database (ORD), a public repository of structured organic reaction records. describe an organic reaction: reactants, conditions, products, and yield Starting materials: C1(=CC=CC=C1)P(C1=CC=CC=C1)C1=CC=CC=C1 (triphenylphosphine), Cl (hydrochloric acid), [Mg] (magnesium), COB(OC)OC (trimethoxyborane), BrC=1C=CC(=C(C=O)C1)F (5-Bromo-2-fluorobenzaldehyde), aqueous solution, C([O-])([O-])=O.[K+].[K+] (potassium carbonate), BrCCCOC1=CC=CC=C1 (p-bromopropoxybenzene). Reagents/catalysts: C(C)(=O)[O-].[Pd+2].C(C)(=O)[O-] (palladium (II) acetate). Solvent: O1CCCC1 (tetrahydrofuran), O1CCCC1 (tetrahydrofuran), O1CCCC1 (tetrahydrofuran). Reaction conditions: temperature -11 celsius, time 1 hour. Product: FC1=C(C=O)C=C(C=C1)C1=CC=C(C=C1)OCCC (2-fluoro-5-(4-propoxyphenyl)benzaldehyde). RXN SMILES: [Mg].Br[CH2:3][CH2:4][CH2:5][O:6][C:7]1[CH:12]=[CH:11][CH:10]=[CH:9][CH:8]=1.COB(OC)OC.C1(P(C2C=CC=CC=2)C2C=CC=CC=2)C=CC=CC=1.Br[C:40]1[CH:41]=[CH:42][C:43]([F:48])=[C:44]([CH:47]=1)[CH:45]=[O:46].C(=O)([O-])[O-].[K+].[K+].Cl>O1CCCC1.C([O-])(=O)C.[Pd+2].C([O-])(=O)C>[F:48][C:43]1[CH:42]=[CH:41][C:40]([C:10]2[CH:11]=[CH:12][C:7]([O:6][CH2:5][CH2:4][CH3:3])=[CH:8][CH:9]=2)=[CH:47][C:44]=1[CH:45]=[O:46] |f:5.6.7,10.11.12|. Procedure details: Under an argon atmosphere, magnesium (4311 mg, 177.34 mmol) was suspended in 270 ml of tetrahydrofuran, which was then refluxed. Under reflux, 90 ml of a tetrahydrofuran solution of p-bromopropoxybenzene (37.08 g, 172.41 mmol) was dropped and refluxed for 1.5 hours. After cooling to −11° C., a solution of trimethoxyborane (17.92 ml, 172.41 mmol) in 90 ml of tetrahydrofuran was dropped at −11 to −8° C. Stirring was conducted at −10° C. for 1 hour. At room temperature, palladium (II) acetate (11 m...